This data is from the Open Reaction Database (ORD), a public repository of structured organic reaction records. The task is: describe an organic reaction: reactants, conditions, products, and yield The reactants are C1(=CC=CC=C1)S(=O)(=O)N1C(=CC=2C1=NC=CC2)C(=CC2CCCC2)C2=CC=C(C(=O)NC(C)(C)C)C=C2 (4-[1-(1-benzenesulfonyl-1H-pyrrolo[2,3-b]pyridin-2-yl)-2-cyclopentyl-vinyl]-N-tert-butyl-benzamide), [F-].C(CCC)[N+](CCCC)(CCCC)CCCC (tetrabutylammonium fluoride). Solvent: C(C)(=O)OCC (ethyl acetate), O1CCCC1 (tetrahydrofuran), O1CCCC1 (tetrahydrofuran). Yields the product C(C1=CC=CC=C1)(=O)N (benzamide). Isolated yield 318.6%. RXN SMILES: C1(S(N2C3=NC=CC=C3C=C2C([C:26]2[CH:38]=[CH:37][C:29]([C:30]([NH:32]C(C)(C)C)=[O:31])=[CH:28][CH:27]=2)=CC2CCCC2)(=O)=O)C=CC=CC=1.[F-].C([N+](CCCC)(CCCC)CCCC)CCC>O1CCCC1.C(OCC)(=O)C>[C:30]([NH2:32])(=[O:31])[C:29]1[CH:37]=[CH:38][CH:26]=[CH:27][CH:28]=1 |f:1.2|. Procedure details: A solution of 4-[1-(1-benzenesulfonyl-1H-pyrrolo[2,3-b]pyridin-2-yl)-2-cyclopentyl-vinyl]-N-tert-butyl-benzamide (300 mg, 0.57 mmol) in tetrahydrofuran (0.5 mL) and a tetrabutylammonium fluoride solution in tetrahydrofuran (1 M, 5 mL, 5 mmol) was stirred at room temperature for 12 h. The mixture was diluted with ethyl acetate (150 mL), washed with a saturated aqueous ammonium chloride solution and brine, dried over anhydrous sodium sulfate and concentrated in vacuo to afford N-tert-butyl-4-[2-cy... Reactants: NO (Hydroxylamine), ClC=1C(=NC=C(C#N)C1)NCCOC (5-chloro-6-[(2-methoxyethyl)amino]nicotinonitrile). Run in C1CCOC1 (THF). Run at time 36 hour. Yields the product ClC=1C=C(C=NC1NCCOC)C(N)=NO (5-Chloro-N′-hydroxy-6-[(2-methoxyethyl)amino]pyridine-3-carboximidamide). The yield is 102.5%. RXN SMILES: [NH2:1][OH:2].[Cl:3][C:4]1[C:5]([NH:12][CH2:13][CH2:14][O:15][CH3:16])=[N:6][CH:7]=[C:8]([CH:11]=1)[C:9]#[N:10]>C1COCC1>[Cl:3][C:4]1[CH:11]=[C:8]([C:9](=[N:1][OH:2])[NH2:10])[CH:7]=[N:6][C:5]=1[NH:12][CH2:13][CH2:14][O:15][CH3:16]. Procedure: Hydroxylamine (5.39 g, 164 mmol) was added into a solution of 5-chloro-6-[(2-methoxyethyl)amino]nicotinonitrile (6.9 g, 32.7 mmol) in THF (70 mL) under nitrogen. The reaction mixture was stirred at RT for 36 hours, and then was concentrated under reduced pressure to afford the title compound as a pale yellow solid (8.2 g, quantitative). LC/MS, M+(ESI): 245.1. 1H NMR (DMSO-d6, 400 MHz) δ 9.49 (1H, s), 8.27 (1H, s), 7.78 (1H, s), 6.57 (1H, t), 5.77 (2H, s), 3.53 (2H, m), 3.46 (2H, m), 3.25 (3H, s)... Reactants: NCCCN1CCN(CC1)CC1=CC=C(C=C1)Cl (1-(3-aminopropyl)-4-(4-chlorobenzyl)-piperazine), CN=C=O (methyl isocyanate). Run in C(Cl)Cl (methylene chloride). Product: Cl.Cl.ClC1=CC=C(CN2CCN(CC2)CCCNC(=O)NC)C=C1 (1-{3-[4-(4-Chlorobenzyl)piperazin-1-yl]propyl}-3-methylurea dihydrochloride). Yield: 31.0%. Reaction SMILES: [NH2:1][CH2:2][CH2:3][CH2:4][N:5]1[CH2:10][CH2:9][N:8]([CH2:11][C:12]2[CH:17]=[CH:16][C:15]([Cl:18])=[CH:14][CH:13]=2)[CH2:7][CH2:6]1.[CH3:19][N:20]=[C:21]=[O:22]>C(Cl)Cl>[ClH:18].[ClH:18].[Cl:18][C:15]1[CH:14]=[CH:13][C:12]([CH2:11][N:8]2[CH2:9][CH2:10][N:5]([CH2:4][CH2:3][CH2:2][NH:1][C:21]([NH:20][CH3:19])=[O:22])[CH2:6][CH2:7]2)=[CH:17][CH:16]=1 |f:3.4.5|. Procedure: A solution of 1-(3-aminopropyl)-4-(4-chlorobenzyl)-piperazine (2.68 g; 10 mmole) and methyl isocyanate (0.57 g; 10 mmole) in methylene chloride (10 ml) was stirred at room temperature overnight. The reaction mixture was evaporated under reduced pressure, and the residue was chromatographed on a silica gel column (1"×24") using a methanolammonium hydroxide gradient (3-6%) with methylene chloride as the eluant. The product (1.0 g; 31% yield) was dissolved in methylene chloride/ether (1:1; 20 ml), ... Starting materials: CNc1cccc(S(C)(=O)=O)c1, CC(C)Nc1nc2cc(N(C)c3ccnc(Cl)n3)ccc2n1C. Yields the product Cl, CC(C)Nc1nc2cc(N(C)c3ccnc(N(C)c4cccc(S(C)(=O)=O)c4)n3)ccc2n1C. As a reaction SMILES: [CH3:24][S:25](=[O:26])(=[O:27])[c:28]1[cH:29][c:30]([NH:34][CH3:35])[cH:31][cH:32][cH:33]1.[Cl:1][c:2]1[n:3][cH:4][cH:5][c:6]([N:8]([c:9]2[cH:10][c:11]3[c:12]([n:13]([CH3:20])[c:14]([NH:16][CH:17]([CH3:18])[CH3:19])[n:15]3)[cH:21][cH:22]2)[CH3:23])[n:7]1>>[ClH:1].[c:2]1([N:34]([c:30]2[cH:29][c:28]([S:25]([CH3:24])(=[O:26])=[O:27])[cH:33][cH:32][cH:31]2)[CH3:35])[n:3][cH:4][cH:5][c:6]([N:8]([c:9]2[cH:10][c:11]3[c:12]([n:13]([CH3:20])[c:14]([NH:16][CH:17]([CH3:18])[CH3:19])[n:15]3)[cH:21][cH:22]2)[CH3:23])[n:7]1. Yields the product ClC1=NC=CC=C1C(=O)C=1SC=CC1 (2-Chloro-3-(2-thienylcarbonyl)pyridine). Run in C(=S)=S (carbon disulfide). Procedure details: 10 g of 2-chloronicotinic acid chloride was added to a mixture of 7.2 g of aluminum chloride and 100 ml of carbon disulfide under ice-cooling, followed by adding 8.8 ml of thiophene was slowly added dropwise thereinto. After stirring at room temperature for two nights, the reaction solution was slowly poured into ice water. The mixture was extracted with ethyl acetate, and the organic phase was successively washed with aqueous saturated sodium bicarbonate and brine. After removing the solvent, t... Starting materials: ice water, ClC1=C(C(=O)Cl)C=CC=N1 (2-chloronicotinic acid chloride), [Cl-].[Al+3].[Cl-].[Cl-] (aluminum chloride), S1C=CC=C1 (thiophene). Reaction SMILES: [Cl:1][C:2]1[N:10]=[CH:9][CH:8]=[CH:7][C:3]=1[C:4](Cl)=[O:5].[Cl-].[Al+3].[Cl-].[Cl-].[S:15]1[CH:19]=[CH:18][CH:17]=[CH:16]1>C(=S)=S>[Cl:1][C:2]1[C:3]([C:4]([C:16]2[S:15][CH:19]=[CH:18][CH:17]=2)=[O:5])=[CH:7][CH:8]=[CH:9][N:10]=1 |f:1.2.3.4|. Reactants: COC1=CC=C2C=CC=C(C2=C1)CONC(C)=O (O-[(7-Methoxynaphth-1-yl)Methyl]-N-Acetylhydroxylamine), NO (hydroxylamine). Yields the product COC=1C=C2C(=CNC2=CC1)CONC(C)=O (O-[(5-Methoxyindol-3-yl)Methyl]-N-Acetylhydroxylamine). As a reaction SMILES: [CH3:1][O:2][C:3]1[CH:12]=[C:11]2[C:6](C=C[CH:9]=[C:10]2[CH2:13][O:14][NH:15][C:16](=[O:18])[CH3:17])=[CH:5][CH:4]=1.[NH2:19]O>>[CH3:1][O:2][C:3]1[CH:12]=[C:11]2[C:6](=[CH:5][CH:4]=1)[NH:19][CH:9]=[C:10]2[CH2:13][O:14][NH:15][C:16](=[O:18])[CH3:17]. Procedure details: By carrying out the procedure in the same manner as for the synthesis of the compound of Example 1, but replacing 0-[(7-methoxynaphth-1-yl)methyl]hydroxylamine with O-[5-methoxyindol-3-yl)methyl]hydroxylamine (preparation 10), the title compound is obtained. Starting materials: C(CC(O)(C(=O)O)CC(=O)O)(=O)O (citric acid), C(=O)([O-])[O-].[Na+].[Na+] (Na2CO3), N1CC(C1)NC(OC(C)(C)C)=O (tert-Butyl azetidin-3-ylcarbamate), C(=O)(C(F)(F)F)O (TFA), ClC1=NC=C(C=C1C=1C=NC=C(C1)F)C(=O)NC1=CC=C(C=C1)OC(F)(F)F (2-Chloro-5′-fluoro-N-(4-(trifluoromethoxy)phenyl)-[3,3′-bipyridine]-5-carboxamide), CCN(C(C)C)C(C)C (DIPEA), N1CC(C1)NC(OC(C)(C)C)=O (tert-Butyl azetidin-3-ylcarbamate), intermediate. Run at temperature 110 celsius, time 5 hour. RXN SMILES: Cl[C:2]1[C:7]([C:8]2[CH:9]=[N:10][CH:11]=[C:12]([F:14])[CH:13]=2)=[CH:6][C:5]([C:15]([NH:17][C:18]2[CH:23]=[CH:22][C:21]([O:24][C:25]([F:28])([F:27])[F:26])=[CH:20][CH:19]=2)=[O:16])=[CH:4][N:3]=1.CCN(C(C)C)C(C)C.[NH:38]1[CH2:41][CH:40]([NH:42]C(=O)OC(C)(C)C)[CH2:39]1.C(O)(=O)CC(CC(O)=O)(C(O)=O)O.C(O)(C(F)(F)F)=O.C([O-])([O-])=O.[Na+].[Na+]>C(Cl)Cl.CC(O)C>[NH2:42][CH:40]1[CH2:41][N:38]([C:2]2[C:7]([C:8]3[CH:9]=[N:10][CH:11]=[C:12]([F:14])[CH:13]=3)=[CH:6][C:5]([C:15]([NH:17][C:18]3[CH:23]=[CH:22][C:21]([O:24][C:25]([F:27])([F:26])[F:28])=[CH:20][CH:19]=3)=[O:16])=[CH:4][N:3]=2)[CH2:39]1 |f:5.6.7|. Procedure details: 2-Chloro-5′-fluoro-N-(4-(trifluoromethoxy)phenyl)-[3,3′-bipyridine]-5-carboxamide (Stage 236.1, 70 mg, 0.160 mmol) and DIPEA (0.070 mL, 0.4 mmol) were added to a vial with iPrOH (1 mL). tert-Butyl azetidin-3-ylcarbamate (70.2 mg, 0.4 mmol) was added. The mixture was stirred at 110° C. for 5 h. tert-Butyl azetidin-3-ylcarbamate (35 mg) was added and the RM was stirred for further 5 h at 110° C. The RM was treated with citric acid 10% (10 mL) and extracted with EtOAc. The combined extracts were wa... Yields the product NC1CN(C1)C1=NC=C(C=C1C=1C=NC=C(C1)F)C(=O)NC1=CC=C(C=C1)OC(F)(F)F (2-(3-Amino azetidin-1-yl)-5′-fluoro-N-(4-(trifluoromethoxy)phenyl)-[3,3′-bipyridine]-5-carboxamide). The solvent is CC(C)O (iPrOH), C(Cl)Cl (DCM). Reactants: C(C1=CC=CC=C1)OC(=O)N[C@@H](CC1=CC=C(C=C1)OCC1=CC=CC=C1)C(=O)N[C@H](CO)C(=O)NCCCC1=CC=CC=C1 ((N-benzyloxycarbonyl-O-benzyl-L-tyrosyl)-N-(3-phenylpropyl)-D-serinamide), C(C)(=O)O (acetic acid). The reagents and catalysts are [Pd] (palladium on carbon). The solvent is CO (methanol). Reaction conditions: time 30 hour. Yields the product O.N[C@@H](CC1=CC=C(C=C1)O)C(=O)N[C@H](CO)C(=O)NCCCC1=CC=CC=C1 (L-tyrosyl-N-(3-phenylpropyl)-D-serinamide hydrate). Yield: 29.6%. As a reaction SMILES: C([O:8]C([NH:11][C@H:12]([C:28]([NH:30][C@@H:31]([C:34]([NH:36][CH2:37][CH2:38][CH2:39][C:40]1[CH:45]=[CH:44][CH:43]=[CH:42][CH:41]=1)=[O:35])[CH2:32][OH:33])=[O:29])[CH2:13][C:14]1[CH:19]=[CH:18][C:17]([O:20]CC2C=CC=CC=2)=[CH:16][CH:15]=1)=O)C1C=CC=CC=1.C(O)(=O)C>[Pd].CO>[OH2:8].[NH2:11][C@H:12]([C:28]([NH:30][C@@H:31]([C:34]([NH:36][CH2:37][CH2:38][CH2:39][C:40]1[CH:41]=[CH:42][CH:43]=[CH:44][CH:45]=1)=[O:35])[CH2:32][OH:33])=[O:29])[CH2:13][C:14]1[CH:19]=[CH:18][C:17]([OH:20])=[CH:16][CH:15]=1 |f:4.5|. Procedure details: A mixture of (N-benzyloxycarbonyl-O-benzyl-L-tyrosyl)-N-(3-phenylpropyl)-D-serinamide (1.25 g.), acetic acid (125 mg.) and palladium on carbon (10%, 100 mg.) in methanol (50 ml.) was hydrogenated under pressure for 30 hours, then filtered. The filtrate was stripped of volatiles. The residue was purified by reverse phase high pressure liquid chromatography on octadecylsilated silica gel (350 g.) using ammonium acetate (0.2%) in methanol-water (1:1) as the eluant, and an aqueous solution of the pr... Starting materials: ClC1=NC(OC2=C1C=CC=C2)(C)C (4-chloro-2,2-dimethyl-(2H)-1,3-benzoxazine), C(C)C=1C=[N+](C=CC1)[O-] (3-ethylpyridine N-oxide), C(C)(=O)OCC (ethyl acetate). Solvent: C(Cl)Cl (methylene chloride). The product is C(C)C=1C=CC(=NC1)N1C(OC2=C(C1=O)C=CC=C2)(C)C (3-(5-ethyl-2-pyridinyl)-2,2-dimethyl-2,3-dihydro-(4H)-1,3-benzoxazin-4-one). Isolated yield 33.0%. RXN SMILES: Cl[C:2]1[C:7]2[CH:8]=[CH:9][CH:10]=[CH:11][C:6]=2[O:5][C:4]([CH3:13])([CH3:12])[N:3]=1.[CH2:14]([C:16]1[CH:17]=[N+:18]([O-])[CH:19]=[CH:20][CH:21]=1)[CH3:15].C(OCC)(=[O:25])C>C(Cl)Cl>[CH2:14]([C:16]1[CH:21]=[CH:20][C:19]([N:3]2[C:2](=[O:25])[C:7]3[CH:8]=[CH:9][CH:10]=[CH:11][C:6]=3[O:5][C:4]2([CH3:13])[CH3:12])=[N:18][CH:17]=1)[CH3:15]. Procedure: A solution of 172 mg (0.87 mmol) of 4-chloro-2,2-dimethyl-(2H)-1,3-benzoxazine (K. Wachi and A. Terada, Chem. Pharm. Bull, 1980, 28, 465-472) and 215 mg (1.75 mmol) of 3-ethylpyridine N-oxide (S. Hibino and E. Sugino, J. Heterocycl Chem., 1990, 27, 175) in 1.6 mL of methylene chloride was heated to reflux for 9 h with stirring. After cooling the reaction, 30 mL ethyl acetate was added and the mixture was washed in succession with 10 mL saturated sodium bicarbonate and 10 mL of saturated aqueous ...